This data is from the Open Reaction Database (ORD), a public repository of structured organic reaction records. The task is: describe an organic reaction: reactants, conditions, products, and yield Procedure details: To a solution of N′-hydroxy-4-(trifluoromethoxy)benzimidamide (1.3 g, 5.1 mmol) and 5-methyl-1H-1,2,4-triazole-3-carboxylic acid (650 mg, 5.1 mmol) in DMF (15 mL), EDC.HCl (980 mg, 5.1 mmol) and HOBT (690 mg, 5.1 mmol) were added at RT. The mixture was stirred at RT for 1 h, and then heated to 140° C. for 3 h. The resulting mixture was cooled, diluted with H2O (20 mL) and extracted with EtOAc (4×40 mL). The combined organic layers were washed with H2O (10 mL) and brine (10 mL), dried over Na2SO4... Reaction SMILES: [OH:1][N:2]=[C:3]([NH2:15])[C:4]1[CH:9]=[CH:8][C:7]([O:10][C:11]([F:14])([F:13])[F:12])=[CH:6][CH:5]=1.[CH3:16][C:17]1[NH:21][N:20]=[C:19]([C:22](O)=O)[N:18]=1.CCN=C=NCCCN(C)C.Cl.C1C=CC2N(O)N=NC=2C=1>CN(C=O)C.O>[CH3:16][C:17]1[NH:21][N:20]=[C:19]([C:22]2[O:1][N:2]=[C:3]([C:4]3[CH:5]=[CH:6][C:7]([O:10][C:11]([F:13])([F:12])[F:14])=[CH:8][CH:9]=3)[N:15]=2)[N:18]=1 |f:2.3|. Run at time 1 hour. Starting materials: ON=C(C1=CC=C(C=C1)OC(F)(F)F)N (N′-hydroxy-4-(trifluoromethoxy)benzimidamide), CC1=NC(=NN1)C(=O)O (5-methyl-1H-1,2,4-triazole-3-carboxylic acid), CCN=C=NCCCN(C)C.Cl (EDC.HCl), C=1C=CC2=C(C1)N=NN2O (HOBT). The product is CC1=NC(=NN1)C1=NC(=NO1)C1=CC=C(C=C1)OC(F)(F)F (5-(5-methyl-1H-1,2,4-triazol-3-yl)-3-(4-(trifluoromethoxy)phenyl)-1,2,4-oxadiazole). Isolated yield 37.2%. Solvent: CN(C)C=O (DMF), O (H2O).